Dataset: the Open Reaction Database (ORD), a public repository of structured organic reaction records. Task: describe an organic reaction: reactants, conditions, products, and yield Reactants: CC(=O)OC1OC(COC(=O)c2ccccc2)C(OC(=O)c2ccccc2)C1OC(C)=O, ClCCl, CN([SiH](C)C)[Si](C)(C)C, CO, ClC(Cl)Cl, ClCCCl, O=c1[nH]cc(F)c(=O)[nH]1, C[Si](C)(C)OS(=O)(=O)C(F)(F)F, [NH4+], [NH4+], O=S(=O)([O-])[O-]. Product: CC(=O)OC1C(OC(=O)c2ccccc2)C(COC(=O)c2ccccc2)OC1n1cc(F)c(=O)[nH]c1=O. Reaction SMILES: [C:26]([O:27][CH:30]1[CH:31]([O:32][C:33]([CH3:34])=[O:35])[CH:36]([O:37][C:38]([c:39]2[cH:40][cH:41][cH:42][cH:43][cH:44]2)=[O:45])[CH:46]([CH2:48][O:49][C:50]([c:51]2[cH:52][cH:53][cH:54][cH:55][cH:56]2)=[O:57])[O:47]1)(=[O:28])[CH3:29].[CH2:78]([Cl:79])[Cl:80].[CH3:10][SiH:11]([CH3:12])[N:13]([CH3:14])[Si:15]([CH3:16])([CH3:17])[CH3:18].[CH3:81][OH:82].[CH:74]([Cl:75])([Cl:76])[Cl:77].[Cl:70][CH2:71][CH2:72][Cl:73].[F:1][c:2]1[c:3](=[O:9])[nH:4][c:5](=[O:8])[nH:6][cH:7]1.[F:58][C:59]([F:60])([F:61])[S:62]([O:63][Si:64]([CH3:65])([CH3:66])[CH3:67])(=[O:68])=[O:69].[NH4+:19].[NH4+:20].[O-:21][S:22](=[O:23])(=[O:24])[O-:25]>>[F:1][c:2]1[c:3](=[O:9])[nH:4][c:5](=[O:8])[n:6]([CH:30]2[CH:31]([O:32][C:33]([CH3:34])=[O:35])[CH:36]([O:37][C:38]([c:39]3[cH:40][cH:41][cH:42][cH:43][cH:44]3)=[O:45])[CH:46]([CH2:48][O:49][C:50]([c:51]3[cH:52][cH:53][cH:54][cH:55][cH:56]3)=[O:57])[O:47]2)[cH:7]1. The reactants are [H-].[Na+] (sodium hydride), CC=1C(=NC=CC1)C(CO)CO (2-(3-methyl-2-pyridyl)-1,3-propylene glycol), FC1=CC=C(C=C1)[N+](=O)[O-] (p-fluoronitrobenzene). Run in CN(C=O)C (dimethylformamide). Yields the product OCC(COC1=CC=C(C=C1)[N+](=O)[O-])C1=NC=CC=C1C (4-[3-hydroxy-2-(3-methyl-2-pyridyl)propoxy]nitrobenzene). As a reaction SMILES: [H-].[Na+].[CH3:3][C:4]1[C:5]([CH:10]([CH2:13][OH:14])[CH2:11][OH:12])=[N:6][CH:7]=[CH:8][CH:9]=1.F[C:16]1[CH:21]=[CH:20][C:19]([N+:22]([O-:24])=[O:23])=[CH:18][CH:17]=1>CN(C)C=O>[OH:12][CH2:11][CH:10]([C:5]1[C:4]([CH3:3])=[CH:9][CH:8]=[CH:7][N:6]=1)[CH2:13][O:14][C:16]1[CH:21]=[CH:20][C:19]([N+:22]([O-:24])=[O:23])=[CH:18][CH:17]=1 |f:0.1|. Procedure: 60% Oil-borne sodium hydride (2.8 g) was added little by little to a solution of 2-(3-methyl-2-pyridyl)-1,3-propylene glycol (10.0 g) and p-fluoronitrobenzene (8.45 g) in dimethylformamide (100 ml) under ice-cooling with stirring. After stirring under ice-cooling for 1 hour, the reaction solution was poured in ice-cold water, and the aqueous mixture was extracted with ethyl acetate. The ethyl acetate layer was washed with water, dried (MgSO4) and freed of the solvent by distillation, and the res... Reactants: C1CCOC1, CC(C)O, OCC1CCC(c2nc(I)c3c(Cl)nccn23)CC1, N. The product is Nc1nccn2c(C3CCC(CO)CC3)nc(I)c12. Reaction SMILES: [CH2:20]1[O:21][CH2:22][CH2:23][CH2:24]1.[CH:26]([OH:27])([CH3:28])[CH3:29].[Cl:1][c:2]1[c:3]2[n:4]([cH:5][cH:6][n:7]1)[c:8]([CH:12]1[CH2:13][CH2:14][CH:15]([CH2:18][OH:19])[CH2:16][CH2:17]1)[n:9][c:10]2[I:11].[NH3:25]>>[c:2]1([NH2:25])[c:3]2[n:4]([cH:5][cH:6][n:7]1)[c:8]([CH:12]1[CH2:13][CH2:14][CH:15]([CH2:18][OH:19])[CH2:16][CH2:17]1)[n:9][c:10]2[I:11]. Reported procedure: A solution of intermediate INT 40 (2.3 g, 8 mmol) in MeOH (50 mL) was treated with HCl (4 M in dioxane, 4 mL, 16 mmol) and stirred overnight. After evaporation of the solvents, a solid was obtained which was washed with Et2O. The solid was then dissolved in water, slightly acidified with 2 M HCl and washed with EtOAc. The aqueous layer was separated and the pH adjusted to about 11 using 2 M NaOH followed by extraction with Et2O (3×). The Et2O layers were combined, dried over sodium sulfate, filt... Run at time 8 hour. As a reaction SMILES: [Cl:1][C:2]1[C:7]([CH3:8])=[CH:6][C:5]([C@H:9]([NH:11][S@](C(C)(C)C)=O)[CH3:10])=[CH:4][C:3]=1[CH3:18].Cl>CO>[Cl:1][C:2]1[C:7]([CH3:8])=[CH:6][C:5]([C@H:9]([NH2:11])[CH3:10])=[CH:4][C:3]=1[CH3:18]. The solvent is CO (MeOH). The product is ClC1=C(C=C(C=C1C)[C@@H](C)N)C ((R)-1-(4-Chloro-3,5-dimethyl-phenyl)-ethylamine). Reactants: ClC1=C(C=C(C=C1C)[C@@H](C)N[S@@](=O)C(C)(C)C)C ((S)-2-Methyl-propane-2-sulfinic acid [(R)-1-(4-chloro-3,5-dimethyl-phenyl)-ethyl]-amide), Cl (HCl). Starting materials: C(C)N(C(C1=CC(=C(C=C1)F)[N+](=O)[O-])=O)CC (N,N-diethyl-4-fluoro-3-nitrobenzamide), NCCNC(C)=O (N-(2-aminoethyl)acetamide). Run in CCO (EtOH). Reaction conditions: temperature 90 celsius. The product is C(C)(=O)NCCNC1=C(C=C(C(=O)N(CC)CC)C=C1)[N+](=O)[O-] (4-{[2-(acetylamino)ethyl]amino}-N,N-diethyl-3-nitrobenzamide). The yield is 62.3%. Reaction SMILES: [CH2:1]([N:3]([CH2:16][CH3:17])[C:4](=[O:15])[C:5]1[CH:10]=[CH:9][C:8](F)=[C:7]([N+:12]([O-:14])=[O:13])[CH:6]=1)[CH3:2].[NH2:18][CH2:19][CH2:20][NH:21][C:22](=[O:24])[CH3:23]>CCO>[C:22]([NH:21][CH2:20][CH2:19][NH:18][C:8]1[CH:9]=[CH:10][C:5]([C:4]([N:3]([CH2:16][CH3:17])[CH2:1][CH3:2])=[O:15])=[CH:6][C:7]=1[N+:12]([O-:14])=[O:13])(=[O:24])[CH3:23]. Procedure details: Following general procedure 2B: A mixture of N,N-diethyl-4-fluoro-3-nitrobenzamide (0.200 g, 0.833 mmol), N-(2-aminoethyl)acetamide (0.077 g, 0.757 mmol) in 80% aq. EtOH (5 mL) was heated at 90° C. overnight. After work-up, the crude product was purified by silica gel column chromatography (100% EtOAc to 5% MeOH/EtOAc) to provide the title compound (0.152 g, 63%) as a bright yellow solid. 1H-NMR (CDCl3): δ 8.27 (d overlapping with br s, J=2.0 Hz, 2H), 7.55 (dd, J=8.4 Hz, J=2.0 Hz, 1H), 6.99 (d, ... The reactants are C(C)(=O)O[BH-](OC(C)=O)OC(C)=O.[Na+] (sodium triacetoxyborohydride), C(#N)C1=CC=C(C=C1)N1N=CC=C1C=1C(=C(C=2N(C1)N=C(N2)NC(=O)NC2CCNCC2)C2=CC(=CC=C2)C(F)(F)F)C (1-[6-[2-(4-cyano-phenyl)-2H-pyrazol-3-yl]-7-methyl-8-(3-trifluoromethyl-phenyl)-[1,2,4]triazolo[1,5-a]pyridin-2-yl]-3-piperidin-4-yl-urea), C=O (formaldehyde). The reagents and catalysts are CO (MeOH). The solvent is C(Cl)Cl (DCM). Reaction conditions: time 18 hour. The product is CN1CCC(CC1)N(C(=O)N)C1=NN2C(C(=C(C(=C2)C=2N(N=CC2)C2=CC=C(C=C2)C#N)C)C2=CC(=CC=C2)C(F)(F)F)=N1 ((1-Methyl-4-piperidyl)[6-[2-(4-cyano-phenyl)-2H-pyrazol-3-yl]-7-methyl-8-(3-trifluoromethyl-phenyl)-[1,2,4]triazolo[1,5-a]pyridin-2-yl]-urea). Isolated yield 70.4%. RXN SMILES: [C:1]([C:3]1[CH:8]=[CH:7][C:6]([N:9]2[C:13]([C:14]3[C:15]([CH3:43])=[C:16]([C:33]4[CH:38]=[CH:37][CH:36]=[C:35]([C:39]([F:42])([F:41])[F:40])[CH:34]=4)[C:17]4[N:18]([N:20]=[C:21]([NH:23][C:24]([NH:26]C5CCNCC5)=[O:25])[N:22]=4)[CH:19]=3)=[CH:12][CH:11]=[N:10]2)=[CH:5][CH:4]=1)#[N:2].C=O.C(O[BH-](O[C:56](=O)[CH3:57])OC(=O)C)(=O)C.[Na+]>C(Cl)Cl.CO>[CH3:13][N:9]1[CH2:57][CH2:56][CH:4]([N:23]([C:21]2[N:22]=[C:17]3[C:16]([C:33]4[CH:38]=[CH:37][CH:36]=[C:35]([C:39]([F:40])([F:41])[F:42])[CH:34]=4)=[C:15]([CH3:43])[C:14]([C:13]4[N:9]([C:6]5[CH:5]=[CH:4][C:3]([C:1]#[N:2])=[CH:8][CH:7]=5)[N:10]=[CH:11][CH:12]=4)=[CH:19][N:18]3[N:20]=2)[C:24]([NH2:26])=[O:25])[CH2:5][CH2:6]1 |f:2.3|. Procedure: To a solution of 1-[6-[2-(4-cyano-phenyl)-2H-pyrazol-3-yl]-7-methyl-8-(3-trifluoromethyl-phenyl)-[1,2,4]triazolo[1,5-a]pyridin-2-yl]-3-piperidin-4-yl-urea (Ex. 50, 53 mg, 0.09 mmol) in DCM (2 mL) was added 37% aqueous formaldehyde solution (75 μL.) and 2 drops of MeOH, followed by sodium triacetoxyborohydride (160 mg, 0.75 mmol), and the solution was stirred at RT for 18 hrs. The reaction mixture was partitioned between DCM (15 ml) and aqueous 2 M Na2CO3, and the organic extract was dried (Na2SO...